From a dataset of the Open Reaction Database (ORD), a public repository of structured organic reaction records. describe an organic reaction: reactants, conditions, products, and yield Reactants: BrC=1SC=C(N1)CON=C(C1=CC=CC=C1)C1=NN=NN1C (N-[(2-bromo-1,3-thiazol-4-yl)methoxy]-1-(1-methyl-1H-tetrazol-5-yl)-1-phenylmethanimine), N#N (N2), C(C)N(C(C)C)C(C)C (N-ethyldiisopropylamine), C1(CC1)C#C (Cyclopropylacetylene). The reagents and catalysts are C=1C=CC(=CC1)[P](C=2C=CC=CC2)(C=3C=CC=CC3)[Pd]([P](C=4C=CC=CC4)(C=5C=CC=CC5)C=6C=CC=CC6)([P](C=7C=CC=CC7)(C=8C=CC=CC8)C=9C=CC=CC9)[P](C=1C=CC=CC1)(C=1C=CC=CC1)C=1C=CC=CC1 (Tetrakis(triphenylphosphine)palladium), [Cu](I)I (Copper Iodide). Run in C1CCOC1 (THF), CCOC(=O)C (EtOAc). Run at time 180 second. Product: C1(CC1)C#CC=1SC=C(N1)C(C)ON=C(C1=CC=CC=C1)C1=NN=NN1C (N-{1-[2-(cyclopropylethynyl)-1,3-thiazol-4-yl]ethoxy}-1-(1-methyl-1H-tetrazol-5-yl)-1-phenylmethanimine). Isolated yield 51.5%. RXN SMILES: Br[C:2]1[S:3][CH:4]=[C:5]([CH2:7][O:8][N:9]=[C:10]([C:17]2[N:21]([CH3:22])[N:20]=[N:19][N:18]=2)[C:11]2[CH:16]=[CH:15][CH:14]=[CH:13][CH:12]=2)[N:6]=1.N#N.[CH:25]1([C:28]#[CH:29])[CH2:27][CH2:26]1.[CH2:30](N(C(C)C)C(C)C)C>C1COCC1.CCOC(C)=O.[Cu](I)I.C1C=CC([P]([Pd]([P](C2C=CC=CC=2)(C2C=CC=CC=2)C2C=CC=CC=2)([P](C2C=CC=CC=2)(C2C=CC=CC=2)C2C=CC=CC=2)[P](C2C=CC=CC=2)(C2C=CC=CC=2)C2C=CC=CC=2)(C2C=CC=CC=2)C2C=CC=CC=2)=CC=1>[CH:25]1([C:28]#[C:29][C:2]2[S:3][CH:4]=[C:5]([CH:7]([O:8][N:9]=[C:10]([C:17]3[N:21]([CH3:22])[N:20]=[N:19][N:18]=3)[C:11]3[CH:16]=[CH:15][CH:14]=[CH:13][CH:12]=3)[CH3:30])[N:6]=2)[CH2:27][CH2:26]1 |^1:56,58,77,96|. Procedure details: To a stirred solution of N-[(2-bromo-1,3-thiazol-4-yl)methoxy]-1-(1-methyl-1H-tetrazol-5-yl)-1-phenylmethanimine (0.15 g, 0.38 mmol, 1 eq.) in 2 ml dry THF “degassed” with N2, was added Cyclopropylacetylene (70%, 0.144 g, 1.52 mmol, 4 eq.) followed by N-ethyldiisopropylamine (0.256 g, 1.98 mmol, 5.2 eq.), Copper Iodide (0.022 g, 0.1141 mmol, 0.3 eq.) and Tetrakis(triphenylphosphine)palladium (0.132 g, 0.114 mmol, 0.2 eq.). The reaction was microwaved 120° C./normal/fixed hold/pre stir 100 s for ... The reactants are ClCCCl, Cc1ncoc1C1(N)CC1, CCN(C(C)C)C(C)C, ClCCl, Cl, CNC(=O)c1c(-c2ccc(F)cc2)oc2ccc(-c3cc(C(=O)O)c(OC)cc3C)cc12, On1nnc2ccccc21. Product: CNC(=O)c1c(-c2ccc(F)cc2)oc2ccc(-c3cc(C(=O)NC4(c5ocnc5C)CC4)c(OC)cc3C)cc12. RXN SMILES: [CH2:53]([Cl:54])[CH2:55][Cl:56].[CH3:33][c:34]1[n:35][cH:36][o:37][c:38]1[C:39]1([NH2:42])[CH2:40][CH2:41]1.[CH:58]([N:59]([CH:60]([CH3:61])[CH3:62])[CH2:63][CH3:64])([CH3:65])[CH3:66].[Cl:67][CH2:68][Cl:69].[ClH:57].[F:1][c:2]1[cH:3][cH:4][c:5](-[c:8]2[o:9][c:10]3[c:11]([c:12]2[C:13]([NH:14][CH3:15])=[O:16])[cH:17][c:18](-[c:21]2[c:22]([CH3:32])[cH:23][c:24]([O:30][CH3:31])[c:25]([C:26](=[O:27])[OH:28])[cH:29]2)[cH:19][cH:20]3)[cH:6][cH:7]1.[OH:43][n:44]1[c:45]2[c:46]([cH:47][cH:48][cH:49][cH:50]2)[n:51][n:52]1>>[F:1][c:2]1[cH:3][cH:4][c:5](-[c:8]2[o:9][c:10]3[c:11]([c:12]2[C:13]([NH:14][CH3:15])=[O:16])[cH:17][c:18](-[c:21]2[c:22]([CH3:32])[cH:23][c:24]([O:30][CH3:31])[c:25]([C:26](=[O:28])[NH:42][C:39]4([c:38]5[c:34]([CH3:33])[n:35][cH:36][o:37]5)[CH2:40][CH2:41]4)[cH:29]2)[cH:19][cH:20]3)[cH:6][cH:7]1. The reactants are CC1=CC=C(C(=O)NS(=O)(=O)C)C=C1 (4-methyl-N-(methylsulfonyl)benzamide), BrN1C(CCC1=O)=O (N-bromosuccinimide), diphenylperoxyanhydride, O (water), diphenylperoxyanhydride, BrN1C(CCC1=O)=O (N-bromosuccinimide). Run in ClC(Cl)Cl (trichloromethane), ClC(Cl)(Cl)Cl (tetrachloromethane). The product is BrCC1=CC=C(C(=O)NS(=O)(=O)C)C=C1 (4-(Bromomethyl)-N-(methylsulfonyl)benzamide). The yield is 82.9%. RXN SMILES: [CH3:1][C:2]1[CH:14]=[CH:13][C:5]([C:6]([NH:8][S:9]([CH3:12])(=[O:11])=[O:10])=[O:7])=[CH:4][CH:3]=1.[Br:15]N1C(=O)CCC1=O.O>ClC(Cl)(Cl)Cl.ClC(Cl)Cl>[Br:15][CH2:1][C:2]1[CH:3]=[CH:4][C:5]([C:6]([NH:8][S:9]([CH3:12])(=[O:11])=[O:10])=[O:7])=[CH:13][CH:14]=1. Procedure details: To a solution of 4-methyl-N-(methylsulfonyl)benzamide (Preparation 55, 550 mg, 2.58 mmol) in tetrachloromethane (10 mL) was added N-bromosuccinimide (459 mg, 2.58 mmol) and diphenylperoxyanhydride (62.5 mg, 0.258 mmol) and the mixture was heated at reflux under nitrogen for 4 hours. The reaction mixture was cooled to room temperature, poured into water (100 mL) and extracted with DCM (50 mL). The organic layer was dried over magnesium sulphate and evaporated in vacuo to yield a cream solid. The ... Starting materials: NC1=C(C(=O)O)C=CC(=C1)[N+](=O)[O-] (2-amino-4-nitrobenzoic acid), N1C=NC=C1 (imidazole), Cl.NC1C(NC(CC1)=O)=O (3-amino-piperidine-2,6-dione hydrogen chloride), N1C=NC=C1 (imidazole), P(OC1=CC=CC=C1)(OC1=CC=CC=C1)OC1=CC=CC=C1 (triphenyl phosphite), C(C)(=O)Cl (acetyl chloride). The solvent is C(C)#N (acetonitrile), O (water). Run at time 8 hour. Yields the product CC1=NC2=CC(=CC=C2C(N1C1C(NC(CC1)=O)=O)=O)[N+](=O)[O-] (3-(2-methyl-7-nitro-4-oxo-4H-quinazolin-3-yl)-piperidine-2,6-dione). Isolated yield 54.2%. As a reaction SMILES: [NH2:1][C:2]1[CH:10]=[C:9]([N+:11]([O-:13])=[O:12])[CH:8]=[CH:7][C:3]=1[C:4]([OH:6])=O.N1[CH:18]=[CH:17]N=C1.C(Cl)(=O)C.Cl.[NH2:24][CH:25]1[CH2:30][CH2:29][C:28](=[O:31])[NH:27][C:26]1=[O:32].P(OC1C=CC=CC=1)(OC1C=CC=CC=1)OC1C=CC=CC=1>C(#N)C.O>[CH3:17][C:18]1[N:24]([CH:25]2[CH2:30][CH2:29][C:28](=[O:31])[NH:27][C:26]2=[O:32])[C:4](=[O:6])[C:3]2[C:2](=[CH:10][C:9]([N+:11]([O-:13])=[O:12])=[CH:8][CH:7]=2)[N:1]=1 |f:3.4|. Reported procedure: To a stirred mixture of 2-amino-4-nitrobenzoic acid (5.0 g, 28 mmol) and imidazole (2.2 g, 33 mmol) in acetonitrile (50 mL), was added acetyl chloride (2.3 mL, 33 mmol) at room temperature. The mixture was stirred at room temperature overnight. To the mixture, was added 3-amino-piperidine-2,6-dione hydrogen chloride (4.5 g, 28 mmol), imidazole (4.1 g, 60 mmol) and triphenyl phosphite (8.7 mL, 33 mmol), and heated to reflux for 22 hours. To the mixture, was added water (60 mL). The suspension was... Starting materials: [H-].[Na+] (Sodium hydride), NC1=CC=C(C=N1)CC(C(=O)OCC)C=1N=CNC1 (Ethyl 3-(6-aminopyridin-3-yl)-2-(1H-imidazol-4-yl)propionate), BrCCC1CCN(CC1)C(C(C1=CC=CC=C1)C1=CC=CC=C1)=O (1-[4-(2-bromoethyl)piperidin-1-yl]-2,2-diphenylethanone). Run in CN(C)C=O (DMF), CN(C)C=O (DMF). Conditions: time 1 hour. The product is NC1=CC=C(C=N1)CC(C(=O)OCC)C=1N=CN(C1)CCC1CCN(CC1)C(C(C1=CC=CC=C1)C1=CC=CC=C1)=O (ethyl 3-(6-aminopyridin-3-yl)-2-{1-[2-(1-diphenylacetylpiperidin-4-yl)ethyl]-1H-imidazol-4-yl}propionate). Isolated yield 31.6%. RXN SMILES: [NH2:1][C:2]1[N:7]=[CH:6][C:5]([CH2:8][CH:9]([C:15]2[N:16]=[CH:17][NH:18][CH:19]=2)[C:10]([O:12][CH2:13][CH3:14])=[O:11])=[CH:4][CH:3]=1.[H-].[Na+].Br[CH2:23][CH2:24][CH:25]1[CH2:30][CH2:29][N:28]([C:31](=[O:45])[CH:32]([C:39]2[CH:44]=[CH:43][CH:42]=[CH:41][CH:40]=2)[C:33]2[CH:38]=[CH:37][CH:36]=[CH:35][CH:34]=2)[CH2:27][CH2:26]1>CN(C=O)C>[NH2:1][C:2]1[N:7]=[CH:6][C:5]([CH2:8][CH:9]([C:15]2[N:16]=[CH:17][N:18]([CH2:23][CH2:24][CH:25]3[CH2:30][CH2:29][N:28]([C:31](=[O:45])[CH:32]([C:39]4[CH:40]=[CH:41][CH:42]=[CH:43][CH:44]=4)[C:33]4[CH:34]=[CH:35][CH:36]=[CH:37][CH:38]=4)[CH2:27][CH2:26]3)[CH:19]=2)[C:10]([O:12][CH2:13][CH3:14])=[O:11])=[CH:4][CH:3]=1 |f:1.2|. Procedure: Ethyl 3-(6-aminopyridin-3-yl)-2-(1H-imidazol-4-yl)propionate (100 mg; 0.38 mmol) was dissolved in absolute DMF (2 ml). Sodium hydride (50%; 19 mg; 0.38 mmol) was added, and the reaction mixture was stirred at RT for 1 h. Then 1-[4-(2-bromoethyl)piperidin-1-yl]-2,2-diphenylethanone (148 mg; 0.38 mmol) dissolved in absolute DMF (1 ml) was added. The reaction mixture was stirred at RT for 1 h and then concentrated under reduced pressure. The residue was taken up in 1N HCl and washed with dichlormet...